Dataset: the Open Reaction Database (ORD), a public repository of structured organic reaction records. Task: describe an organic reaction: reactants, conditions, products, and yield Reaction conditions: temperature 50 celsius. The solvent is CCO (EtOH), C1CCOC1 (THF). Starting materials: Cl (HCl), ethyl 4[(S,6 dihydro-5,5-dimethyl-8-(4-chlorophenyl)-2-naphthalenyl)ethynyl]benzoate, CC1(C=2C=CC(=CC2C(=CC1)C1=CC=C(C=C1)Cl)C#CC1=CC=C(C(=O)OCC)C=C1)C (Ethyl 4-[(5,6-dihydro-5,5-dimethyl-8-(4-chlorophenyl)-2-naphthalenyl)ethynyl]benzoate), [OH-].[Na+] (NaOH). Product: CC1(C=2C=CC(=CC2C(=CC1)C1=CC=C(C=C1)Cl)C#CC1=CC=C(C(=O)O)C=C1)C (4-[(5,6-Dihydro-5,5-dimethyl-8-(4-chlorophenyl)-2-naphthalenyl)ethynyl]benzoic acid). Procedure details: To a solution of ethyl 4[(S,6 dihydro-5,5-dimethyl-8-(4-chlorophenyl)-2-naphthalenyl)ethynyl]benzoate (Compound 7) 80.0 mg (0.181 mmol) in 3 ml of EtOH and 2 ml of THF was added 48.0 mg (1.20 mmol, 1.20 ml) of NaOH (1.0 M aqueous solution). The solution was heated to 50° C. for 2 hours, cooled to room temperature, and acidified with 10% HCl. Extraction with EtOAc, followed by drying over Na2SO4, and removal of the solvents under reduced pressure afforded the title compound as a colorless solid 1... RXN SMILES: [CH3:1][C:2]1([CH3:32])[CH2:11][CH:10]=[C:9]([C:12]2[CH:17]=[CH:16][C:15]([Cl:18])=[CH:14][CH:13]=2)[C:8]2[CH:7]=[C:6]([C:19]#[C:20][C:21]3[CH:31]=[CH:30][C:24]([C:25]([O:27]CC)=[O:26])=[CH:23][CH:22]=3)[CH:5]=[CH:4][C:3]1=2.[OH-].[Na+].Cl>CCO.C1COCC1>[CH3:1][C:2]1([CH3:32])[CH2:11][CH:10]=[C:9]([C:12]2[CH:17]=[CH:16][C:15]([Cl:18])=[CH:14][CH:13]=2)[C:8]2[CH:7]=[C:6]([C:19]#[C:20][C:21]3[CH:22]=[CH:23][C:24]([C:25]([OH:27])=[O:26])=[CH:30][CH:31]=3)[CH:5]=[CH:4][C:3]1=2 |f:1.2|. The reactants are C(C1=CC=CC=C1)C1=C(N(C2=CC=C(C=C12)C1=CC=C(C=C1)O)C)C (4-(3-benzyl-1,2-dimethyl-1H-indol-5-yl)-phenol), C(=O)([O-])[O-].[K+].[K+] (K2CO3), BrCC#N (bromoacetonitrile). Run in CC(=O)C (acetone). The product is C(C1=CC=CC=C1)C1=C(N(C2=CC=C(C=C12)C1=CC=C(OCC#N)C=C1)C)C ([4-(3-Benzyl-1,2-dimethyl-1H-indol-5-yl)-phenoxy]-acetonitrile), product. Yield: 90.3%. As a reaction SMILES: [CH2:1]([C:8]1[C:16]2[C:11](=[CH:12][CH:13]=[C:14]([C:17]3[CH:22]=[CH:21][C:20]([OH:23])=[CH:19][CH:18]=3)[CH:15]=2)[N:10]([CH3:24])[C:9]=1[CH3:25])[C:2]1[CH:7]=[CH:6][CH:5]=[CH:4][CH:3]=1.C([O-])([O-])=O.[K+].[K+].Br[CH2:33][C:34]#[N:35]>CC(C)=O>[CH2:1]([C:8]1[C:16]2[C:11](=[CH:12][CH:13]=[C:14]([C:17]3[CH:18]=[CH:19][C:20]([O:23][CH2:33][C:34]#[N:35])=[CH:21][CH:22]=3)[CH:15]=2)[N:10]([CH3:24])[C:9]=1[CH3:25])[C:2]1[CH:3]=[CH:4][CH:5]=[CH:6][CH:7]=1 |f:1.2.3|. Procedure details: The desired product was prepared using a procedure similar to step 5 of example 3. Thus, 4-(3-benzyl-1,2-dimethyl-1H-indol-5-yl)-phenol (0.159 g, 0.486 mmol) was reacted with K2CO3 (0.087 g, 0.631 mmol) and bromoacetonitrile (0.076 g, 0.631 mmol) in acetone (5 ml) to give the product (0.161 g, 0.439 mmol, 90%) as a white solid, mp 135-138° C. 1H NMR (DMSO-d6) δ 2.40 (s, 3H), 3.68 (s, 3H), 4.07 (s, 2H), 5.18 (s, 2H), 7.08-7.12 (m, 3H), 7.20-7.25 (m, 4H), 7.32 (dd, J=1.8, 8.6 Hz, 1H), 7.41 (d, J=8... The reactants are COC1=CC=C(CN2C(N(C(C3=CC=CC=C23)(C2=CC=CC=C2)C)C)=O)C=C1 (1-(4-Methoxy-benzyl)-3,4-dimethyl-4-phenyl-3,4-dihydro-1H-quinazolin-2-one), O (H2O). Solvent: FC(C(=O)O)(F)F (trifluoroacetic acid), C(Cl)Cl (DCM). Product: CN1C(NC2=CC=CC=C2C1(C1=CC=CC=C1)C)=O (3,4-Dimethyl-4-phenyl-3,4-dihydro-1H-quinazolin-2-one). Reaction SMILES: COC1C=CC(C[N:8]2[C:17]3[C:12](=[CH:13][CH:14]=[CH:15][CH:16]=3)[C:11]([CH3:24])([C:18]3[CH:23]=[CH:22][CH:21]=[CH:20][CH:19]=3)[N:10]([CH3:25])[C:9]2=[O:26])=CC=1.O>FC(F)(F)C(O)=O.C(Cl)Cl>[CH3:25][N:10]1[C:11]([CH3:24])([C:18]2[CH:19]=[CH:20][CH:21]=[CH:22][CH:23]=2)[C:12]2[C:17](=[CH:16][CH:15]=[CH:14][CH:13]=2)[NH:8][C:9]1=[O:26]. Procedure details: To a solution of 1-(4-Methoxy-benzyl)-3,4-dimethyl-4-phenyl-3,4-dihydro-1H-quinazolin-2-one (1.00 g, 2.6 mmol) in trifluoroacetic acid (8 mL) and DCM (8 mL) is stirred at room temperature for 1 h. Then H2O is added and is extracted with DCM/H2O. The organic layer is concentrated and is purified by chromatography on silica gel to give product. RXN SMILES: [CH3:1][O:2][c:3]1[cH:4][c:5]2[c:9]([cH:10][cH:11]1)[N:8]([S:12](=[O:13])(=[O:14])[c:15]1[cH:16][cH:17][c:18]([CH3:21])[cH:19][cH:20]1)[CH:7]([CH2:22][O:23][S:24]([c:25]1[cH:26][cH:27][c:28]([CH3:29])[cH:30][cH:31]1)(=[O:32])=[O:33])[CH2:6]2.[CH3:34][c:35]1[cH:36][cH:37][c:38]([CH2:39][C:40]2([OH:46])[CH2:41][CH2:42][NH:43][CH2:44][CH2:45]2)[cH:47][cH:48]1.[ClH:49].[c:50]1([CH3:51])[cH:52][c:53]([CH3:54])[cH:55][c:56]([CH3:57])[cH:58]1>>[CH3:1][O:2][c:3]1[cH:4][c:5]2[c:9]([cH:10][cH:11]1)[N:8]([S:12](=[O:13])(=[O:14])[c:15]1[cH:16][cH:17][c:18]([CH3:21])[cH:19][cH:20]1)[CH:7]([CH2:22][N:43]1[CH2:42][CH2:41][C:40]([CH2:39][c:38]3[cH:37][cH:36][c:35]([CH3:34])[cH:48][cH:47]3)([OH:46])[CH2:45][CH2:44]1)[CH2:6]2. Yields the product COc1ccc2c(c1)CC(CN1CCC(O)(Cc3ccc(C)cc3)CC1)N2S(=O)(=O)c1ccc(C)cc1. Reactants: COc1ccc2c(c1)CC(COS(=O)(=O)c1ccc(C)cc1)N2S(=O)(=O)c1ccc(C)cc1, Cc1ccc(CC2(O)CCNCC2)cc1, Cl, Cc1cc(C)cc(C)c1. Reaction SMILES: [CH3:63][C:64](=[O:65])[CH3:66].[OH2:62].[c:1]1([CH2:7][C:8](=[O:9])[NH:10][CH:11]2[C:12](=[O:42])[N:13]([CH:26]([C:27](=[O:28])[O:29][CH2:30][c:31]3[cH:32][cH:33][c:34]([O:37][CH3:38])[cH:35][cH:36]3)[C:39](=[CH2:40])[CH3:41])[CH:14]2[S:15][S:16][c:17]2[s:18][c:19]3[cH:20][cH:21][cH:22][cH:23][c:24]3[n:25]2)[cH:2][cH:3][cH:4][cH:5][cH:6]1.[c:43]1([S:49](=[O:50])([O:51][c:52]2[s:53][c:54]3[cH:55][cH:56][cH:57][cH:58][c:59]3[n:60]2)=[S:61])[cH:44][cH:45][cH:46][cH:47][cH:48]1>>[c:1]1([CH2:7][C:8](=[O:9])[NH:10][CH:11]2[C:12](=[O:42])[N:13]([CH:26]([C:27](=[O:28])[O:29][CH2:30][c:31]3[cH:32][cH:33][c:34]([O:37][CH3:38])[cH:35][cH:36]3)[C:39](=[CH2:40])[CH3:41])[CH:14]2[S:51][S:49]([c:43]2[cH:44][cH:45][cH:46][cH:47][cH:48]2)(=[O:50])=[O:61])[cH:2][cH:3][cH:4][cH:5][cH:6]1. The product is C=C(C)C(C(=O)OCc1ccc(OC)cc1)N1C(=O)C(NC(=O)Cc2ccccc2)C1SS(=O)(=O)c1ccccc1. The reactants are CC(C)=O, O, C=C(C)C(C(=O)OCc1ccc(OC)cc1)N1C(=O)C(NC(=O)Cc2ccccc2)C1SSc1nc2ccccc2s1, O=S(=S)(Oc1nc2ccccc2s1)c1ccccc1. Reactants: C(C)(C)(C)OC(=O)N1CC(CC1)NC(=O)C=1SC=CC1NC1=C2C(=NC=C1)NC=C2 (3-{[3-(1H-Pyrrolo[2,3-b]pyridin-4-ylamino)-thiophene-2-carbonyl]-amino}-pyrrolidine-1-carboxylic acid tert-butyl ester), FC(C=1C=C(C=CC1)CCN)(F)F (2-(3-trifluoromethylphenyl)ethylamine). Product: FC(C=1C=C(C=CC1)CCNC(=O)C=1SC=CC1NC1=C2C(=NC=C1)NC=C2)(F)F (3-(1H-Pyrrolo[2,3-b]pyridin-4-ylamino)-thiophene-2-carboxylic acid [2-(3-trifluoromethyl-phenyl)-ethyl]-amide). Reaction SMILES: C(OC(N1[CH2:12][CH2:11][CH:10]([NH:13][C:14]([C:16]2[S:17][CH:18]=[CH:19][C:20]=2[NH:21][C:22]2[CH:27]=[CH:26][N:25]=[C:24]3[NH:28][CH:29]=[CH:30][C:23]=23)=[O:15])C1)=O)(C)(C)C.[F:31][C:32]([F:43])([F:42])[C:33]1[CH:34]=C(CCN)[CH:36]=[CH:37][CH:38]=1>>[F:31][C:32]([F:43])([F:42])[C:33]1[CH:34]=[C:12]([CH2:11][CH2:10][NH:13][C:14]([C:16]2[S:17][CH:18]=[CH:19][C:20]=2[NH:21][C:22]2[CH:27]=[CH:26][N:25]=[C:24]3[NH:28][CH:29]=[CH:30][C:23]=23)=[O:15])[CH:36]=[CH:37][CH:38]=1. Procedure: This compound was prepared in an analogous manner as 3-{[3-(1H-Pyrrolo[2,3-b]pyridin-4-ylamino)-thiophene-2-carbonyl]-amino}-pyrrolidine-1-carboxylic acid tert-butyl ester using 2-(3-trifluoromethylphenyl)ethylamine instead of 1-BOC-3-aminopyrrolidine. LCMS (ESI) 431 (M+H) 1H NMR (400 MHz, DMSO-d6) δ ppm 11.53 (1H, br. s.) 10.28 (1H, s) 8.20 (1H, t, J=5.56 Hz) 8.02 (1H, d, J=5.27 Hz) 7.77 (1H, d, J=5.47 Hz) 7.60 (1H, s) 7.44-7.56 (4H, m) 7.31 (1H, dd, J=3.32, 2.54 Hz) 6.82 (1H, d, J=5.47 Hz) 6.4... The reactants are Cl (HCl), OC=1C=C2C=3C=CC(=CC3NC2=CC1)C(C(=O)O)C (6-hydroxy-α-methyl carbazole-2-acetic acid), Cl (HCl), [OH-].[Na+] (sodium hydroxide), ClCC1=NC2=CC=CC=C2C=C1 (2-chloromethylquinoline). The solvent is CS(=O)C (dimethyl sulfoxide), O (water). Yields the product CC(C(=O)O)C1=CC=2N(C3=CC=C(C=C3C2C=C1)OCC1=NC2=CC=CC=C2C=C1)CC1=NC2=CC=CC=C2C=C1 (α-Methyl-6-(2-quinolinylmethoxy)-9-(2-quinolinylmethyl)-9H-carbazole-2-acetic acid). As a reaction SMILES: [OH:1][C:2]1[CH:3]=[C:4]2[C:12](=[CH:13][CH:14]=1)[NH:11][C:10]1[CH:9]=[C:8]([CH:15]([CH3:19])[C:16]([OH:18])=[O:17])[CH:7]=[CH:6][C:5]2=1.[OH-].[Na+].Cl[CH2:23][C:24]1[CH:33]=[CH:32][C:31]2[C:26](=[CH:27][CH:28]=[CH:29][CH:30]=2)[N:25]=1.Cl>O.CS(C)=O>[CH3:19][CH:15]([C:8]1[CH:7]=[CH:6][C:5]2[C:4]3[C:12](=[CH:13][CH:14]=[C:2]([O:1][CH2:23][C:24]4[CH:33]=[CH:32][C:31]5[C:26](=[CH:27][CH:28]=[CH:29][CH:30]=5)[N:25]=4)[CH:3]=3)[N:11]([CH2:23][C:24]3[CH:33]=[CH:32][C:31]4[C:26](=[CH:27][CH:28]=[CH:29][CH:30]=4)[N:25]=3)[C:10]=2[CH:9]=1)[C:16]([OH:18])=[O:17] |f:1.2|. Reported procedure: A mixture consisting of 6-hydroxy-α-methyl carbazole-2-acetic acid (2.6 g, 0.010 mol), dimethyl sulfoxide (200 mL), sodium hydroxide (2.0 g in 20 mL H2O, 0.05 mol) and 2-chloromethylquinoline.HCl (4.0 g, 0.018 mol) is heated to 80° C. for 3 hours. The reaction mixture is cooled, poured into water (1000 mL), and the pH is adjusted to 4 with 1N HCl. The aqueous solution is extracted with ethyl acetate (4×300 mL) and the organic layers are combined, washed with water (2×300 mL), once with brine (30... Reaction SMILES: [Br:1][CH2:2][CH2:3][OH:4].[C:35](=[O:36])([O-:37])[O-:38].[K+:39].[K+:40].[O:41]=[CH:42][N:43]([CH3:44])[CH3:45].[o:5]1[c:6](-[c:14]2[c:15]([NH2:34])[n:16][cH:17][c:18](-[c:20]3[c:21]([CH2:31][O:32][CH3:33])[n:22][n:23]([CH:25]4[CH2:26][CH2:27][NH:28][CH2:29][CH2:30]4)[cH:24]3)[cH:19]2)[n:7][c:8]2[c:9]1[cH:10][cH:11][cH:12][cH:13]2>>[CH2:2]([CH2:3][OH:4])[N:28]1[CH2:27][CH2:26][CH:25]([n:23]2[n:22][c:21]([CH2:31][O:32][CH3:33])[c:20](-[c:18]3[cH:17][n:16][c:15]([NH2:34])[c:14](-[c:6]4[o:5][c:9]5[c:8]([n:7]4)[cH:13][cH:12][cH:11][cH:10]5)[cH:19]3)[cH:24]2)[CH2:30][CH2:29]1. Yields the product COCc1nn(C2CCN(CCO)CC2)cc1-c1cnc(N)c(-c2nc3ccccc3o2)c1. Reactants: OCCBr, O=C([O-])[O-], [K+], [K+], CN(C)C=O, COCc1nn(C2CCNCC2)cc1-c1cnc(N)c(-c2nc3ccccc3o2)c1.